From a dataset of the Open Reaction Database (ORD), a public repository of structured organic reaction records. describe an organic reaction: reactants, conditions, products, and yield Procedure: 2M NaOH (1 ml, 2 mmol) was added to a stirred solution of 4-(3-chloro-2-fluoroanilino)-6-[(2RS,4R)-1-methyl-2-(methoxycarbonyl)pyrrolidin-4-yloxy]-7-methoxyquinazoline (250 mg, 0.54 mmol) in methanol (5 ml) and the mixture stirred at room temperature for 18 hours. The reaction mixture was evaporated and the residues re-dissolved in water (50 ml). This was then washed with ethyl acetate (25 ml) and the aqueous phase evaporated to dryness and azeotroped with toluene. The residues were triturated w... Run in CO (methanol). Conditions: time 18 hour. Yield: 64.2%. Starting materials: [OH-].[Na+] (NaOH), ClC=1C(=C(NC2=NC=NC3=CC(=C(C=C23)O[C@@H]2CC(N(C2)C)C(=O)OC)OC)C=CC1)F (4-(3-chloro-2-fluoroanilino)-6-[(2RS,4R)-1-methyl-2-(methoxycarbonyl)pyrrolidin-4-yloxy]-7-methoxyquinazoline). As a reaction SMILES: [OH-].[Na+].[Cl:3][C:4]1[C:5]([F:34])=[C:6]([CH:31]=[CH:32][CH:33]=1)[NH:7][C:8]1[C:17]2[C:12](=[CH:13][C:14]([O:29][CH3:30])=[C:15]([O:18][C@H:19]3[CH2:23][N:22]([CH3:24])[CH:21]([C:25]([O:27]C)=[O:26])[CH2:20]3)[CH:16]=2)[N:11]=[CH:10][N:9]=1>CO>[Cl:3][C:4]1[C:5]([F:34])=[C:6]([CH:31]=[CH:32][CH:33]=1)[NH:7][C:8]1[C:17]2[C:12](=[CH:13][C:14]([O:29][CH3:30])=[C:15]([O:18][C@H:19]3[CH2:23][N:22]([CH3:24])[CH:21]([C:25]([OH:27])=[O:26])[CH2:20]3)[CH:16]=2)[N:11]=[CH:10][N:9]=1 |f:0.1|. The product is ClC=1C(=C(NC2=NC=NC3=CC(=C(C=C23)O[C@@H]2CC(N(C2)C)C(=O)O)OC)C=CC1)F (4-(3-chloro-2-fluoroanilino)-6-[(2RS,4R)-1-methyl-2-carboxypyrrolidin-4-yloxy]-7-methoxyquinazoline). Reactants: [Li]CCCC, CC(=O)O, CC(C)NC(C)C, CCOC=O, N#CCc1ccc(OC2CCCCO2)cc1, C1CCOC1, O. Product: N#CC(C=O)c1ccc(OC2CCCCO2)cc1. As a reaction SMILES: [CH2:8]([Li:9])[CH2:10][CH2:11][CH3:12].[CH3:34][C:35](=[O:36])[OH:37].[CH:1]([NH:2][CH:3]([CH3:4])[CH3:5])([CH3:6])[CH3:7].[CH:29](=[O:30])[O:31][CH2:32][CH3:33].[O:13]1[CH:14]([O:19][c:20]2[cH:21][cH:22][c:23]([CH2:26][C:27]#[N:28])[cH:24][cH:25]2)[CH2:15][CH2:16][CH2:17][CH2:18]1.[O:39]1[CH2:40][CH2:41][CH2:42][CH2:43]1.[OH2:38]>>[O:13]1[CH:14]([O:19][c:20]2[cH:21][cH:22][c:23]([CH:26]([C:27]#[N:28])[CH:29]=[O:30])[cH:24][cH:25]2)[CH2:15][CH2:16][CH2:17][CH2:18]1. Reactants: Oc1ccccc1Br, COCBr, [H-], [Na+], CN(C)C=O, O. Yields the product COCOc1ccccc1Br. As a reaction SMILES: [Br:3][c:4]1[c:5]([OH:10])[cH:6][cH:7][cH:8][cH:9]1.[CH3:11][O:12][CH2:13][Br:14].[H-:1].[Na+:2].[O:16]=[CH:17][N:18]([CH3:19])[CH3:20].[OH2:15]>>[Br:3][c:4]1[c:5]([O:10][CH2:13][O:12][CH3:11])[cH:6][cH:7][cH:8][cH:9]1.